describe an organic reaction: reactants, conditions, products, and yield From a dataset of the Open Reaction Database (ORD), a public repository of structured organic reaction records. Starting materials: C1CCOC1, [Cl-], CS(=O)(=O)c1nccc(-c2c(-c3ccc(F)cc3)c(=O)n3n2CCC3)n1, [H-], Nc1c(Cl)ncnc1Cl, [NH4+], [Na+]. The product is O=c1c(-c2ccc(F)cc2)c(-c2ccnc(Nc3c(Cl)ncnc3Cl)n2)n2n1CCC2. As a reaction SMILES: [CH2:38]1[O:39][CH2:40][CH2:41][CH2:42]1.[Cl-:43].[F:12][c:13]1[cH:14][cH:15][c:16](-[c:19]2[c:20](-[c:28]3[n:29][c:30]([S:34]([CH3:35])(=[O:36])=[O:37])[n:31][cH:32][cH:33]3)[n:21]3[n:22]([c:26]2=[O:27])[CH2:23][CH2:24][CH2:25]3)[cH:17][cH:18]1.[H-:11].[NH2:1][c:2]1[c:3]([Cl:9])[n:4][cH:5][n:6][c:7]1[Cl:8].[NH4+:44].[Na+:10]>>[NH:1]([c:2]1[c:3]([Cl:9])[n:4][cH:5][n:6][c:7]1[Cl:8])[c:30]1[n:29][c:28](-[c:20]2[c:19](-[c:16]3[cH:15][cH:14][c:13]([F:12])[cH:18][cH:17]3)[c:26](=[O:27])[n:22]3[n:21]2[CH2:25][CH2:24][CH2:23]3)[cH:33][cH:32][n:31]1.